Dataset: the Open Reaction Database (ORD), a public repository of structured organic reaction records. Task: describe an organic reaction: reactants, conditions, products, and yield The reactants are saturated aqueous solution, C(O)([O-])=O.[Na+] (sodium hydrogen carbonate), ClCC(=O)Cl (chloroacetyl chloride), FC1=C(C=C2C(=NN(C2=C1)C(C1=CC=CC=C1)(C1=CC=CC=C1)C1=CC=CC=C1)\C=C\C1=CC=C(C=C1)F)N (6-fluoro-3-[(E)-2-(4-fluorophenyl)-vinyl]-1-trityl-1H-indazol-5-ylamine). Run in C(Cl)(Cl)Cl (chloroform). Conditions: temperature 0 celsius, time 8 hour. Product: ClCC(=O)NC=1C=C2C(=NN(C2=CC1F)C(C1=CC=CC=C1)(C1=CC=CC=C1)C1=CC=CC=C1)\C=C\C1=CC=C(C=C1)F (2-Chloro-N-{6-fluoro-3-[(E)-2-(4-fluorophenyl)-vinyl]-1-trityl-1H-indazol-5-yl}-acetamide). Reaction SMILES: [F:1][C:2]1[CH:10]=[C:9]2[C:5]([C:6](/[CH:30]=[CH:31]/[C:32]3[CH:37]=[CH:36][C:35]([F:38])=[CH:34][CH:33]=3)=[N:7][N:8]2[C:11]([C:24]2[CH:29]=[CH:28][CH:27]=[CH:26][CH:25]=2)([C:18]2[CH:23]=[CH:22][CH:21]=[CH:20][CH:19]=2)[C:12]2[CH:17]=[CH:16][CH:15]=[CH:14][CH:13]=2)=[CH:4][C:3]=1[NH2:39].C(=O)([O-])O.[Na+].[Cl:45][CH2:46][C:47](Cl)=[O:48]>C(Cl)(Cl)Cl>[Cl:45][CH2:46][C:47]([NH:39][C:3]1[CH:4]=[C:5]2[C:9](=[CH:10][C:2]=1[F:1])[N:8]([C:11]([C:18]1[CH:23]=[CH:22][CH:21]=[CH:20][CH:19]=1)([C:24]1[CH:29]=[CH:28][CH:27]=[CH:26][CH:25]=1)[C:12]1[CH:17]=[CH:16][CH:15]=[CH:14][CH:13]=1)[N:7]=[C:6]2/[CH:30]=[CH:31]/[C:32]1[CH:33]=[CH:34][C:35]([F:38])=[CH:36][CH:37]=1)=[O:48] |f:1.2|. Procedure details: 400 mg of 6-fluoro-3-[(E)-2-(4-fluorophenyl)-vinyl]-1-trityl-1H-indazol-5-ylamine synthesized in Production Example 182 was dissolved in 20 ml of chloroform, 20 ml of a saturated aqueous solution of sodium hydrogen carbonate and 124 μl of chloroacetyl chloride were added thereto at 0° C., and then the resulting mixture was stirred at room temperature overnight. The organic layer was washed with water and saturated brine, dried over anhydrous magnesium sulfate, and then the solvent was evaporated... Reactants: ClC1=NS(C2=C(N1)C=C(S2)Cl)(=O)=O (3,6-dichloro-4H-thieno[3,2-e]-1,2,4-thiadiazine 1,1-dioxide), C(C)(C)(C1=CC=CC=C1)N (cumylamine). The solvent is C(C)O (ethanol). The product is ClC1=CC=2NC(=NS(C2S1)(=O)=O)NC(C)(C1=CC=CC=C1)C (6-Chloro-3-(1-methyl-1-phenylethyl)amino-4H-thieno[3,2-e]-1,2,4-thiadiazine 1,1-dioxide). The yield is 20.0%. RXN SMILES: Cl[C:2]1[NH:7][C:6]2[CH:8]=[C:9]([Cl:11])[S:10][C:5]=2[S:4](=[O:13])(=[O:12])[N:3]=1.[C:14]([NH2:23])([C:17]1[CH:22]=[CH:21][CH:20]=[CH:19][CH:18]=1)([CH3:16])[CH3:15]>C(O)C>[Cl:11][C:9]1[S:10][C:5]2[S:4](=[O:13])(=[O:12])[N:3]=[C:2]([NH:23][C:14]([CH3:16])([C:17]3[CH:22]=[CH:21][CH:20]=[CH:19][CH:18]=3)[CH3:15])[NH:7][C:6]=2[CH:8]=1. Reported procedure: A solution of 3,6-dichloro-4H-thieno[3,2-e]-1,2,4-thiadiazine 1,1-dioxide (1.0 g, 3.9 mmol) and cumylamine (1.06 g, 7.8 mmol) in ethanol (6 ml) was stirred for 31 h at 120° C. in a sealed flask. The cooled solution was concentrated in vacuo and the residue dissolved in 1N sodium hydroxide (50 ml) followed by treatment with decolourising charcoal. After filtration, the clear solution was acidified to pH <2 with 4M hydrochloric acid and the precipitate was filtered off and recrystallised from etha... The reactants are O=C([O-])[O-], CCOP(C)(=O)CCN, COC(=O)c1sc(C#CC(C)(C)C)cc1I, Cc1ccccc1, [Cs+], [Cs+], CC(=O)[O-], CC(=O)[O-], [Pd+2], c1ccc(P(c2ccccc2)c2ccc3ccccc3c2-c2c(P(c3ccccc3)c3ccccc3)ccc3ccccc23)cc1. Product: CCOP(C)(=O)CCNc1cc(C#CC(C)(C)C)sc1C(=O)OC. Reaction SMILES: [C:63](=[O:64])([O-:65])[O-:66].[CH2:69]([CH3:70])[O:71][P:72](=[O:73])([CH3:74])[CH2:75][CH2:76][NH2:77].[CH3:1][O:2][C:3](=[O:4])[c:5]1[s:6][c:7]([C:11]#[C:12][C:13]([CH3:14])([CH3:15])[CH3:16])[cH:8][c:9]1[I:10].[CH3:78][c:79]1[cH:80][cH:81][cH:82][cH:83][cH:84]1.[Cs+:67].[Cs+:68].[O-:86][C:87]([CH3:88])=[O:89].[O-:90][C:91]([CH3:92])=[O:93].[Pd+2:85].[cH:17]1[cH:18][cH:19][c:20]([P:21]([c:22]2[cH:23][cH:24][c:25]3[c:26]([cH:27][cH:28][cH:29][cH:30]3)[c:31]2-[c:32]2[c:33]3[c:34]([cH:35][cH:36][cH:37][cH:38]3)[cH:39][cH:40][c:41]2[P:42]([c:43]2[cH:44][cH:45][cH:46][cH:47][cH:48]2)[c:49]2[cH:50][cH:51][cH:52][cH:53][cH:54]2)[c:55]2[cH:56][cH:57][cH:58][cH:59][cH:60]2)[cH:61][cH:62]1>>[CH3:1][O:2][C:3](=[O:4])[c:5]1[s:6][c:7]([C:11]#[C:12][C:13]([CH3:14])([CH3:15])[CH3:16])[cH:8][c:9]1[NH:77][CH2:76][CH2:75][P:72]([O:71][CH2:69][CH3:70])(=[O:73])[CH3:74]. Run at temperature -50 celsius. Reaction SMILES: [Br:1][C:2]1[CH:3]=[C:4]([CH:11](O)[CH3:12])[C:5]2[O:9][CH2:8][O:7][C:6]=2[CH:10]=1.FC(F)(F)C(O)=O.C([SiH](CC)CC)C>>[Br:1][C:2]1[CH:3]=[C:4]([CH2:11][CH3:12])[C:5]2[O:9][CH2:8][O:7][C:6]=2[CH:10]=1. Procedure: To a 250-mL flask was added 1-(6-bromo-benzo[1,3]dioxol4-yl)-ethanol (9.3 g, 37.9 mmol) was added. The solid was cooled to −50° C. and trifluoroacetic acid (44 mL, 568 mmol) was added. Followed addition of triethylsilane (60.5 mL, 379 mmol). The mixture was stirred at reflux for 5 hours, and evaporated in vacuo to an oil. The oil was distilled twice, collecting the fraction boiling between 80° C. and 110° C. at 1.5 mm Hg. The oil was chromatographed on 100 g silica gel, eluted with 5:95 ethyl ac... The reactants are BrC=1C=C(C2=C(OCO2)C1)C(C)O (1-(6-bromo-benzo[1,3]dioxol4-yl)-ethanol), FC(C(=O)O)(F)F (trifluoroacetic acid), C(C)[SiH](CC)CC (triethylsilane). Yield: 75.6%. The product is BrC=1C=C(C2=C(OCO2)C1)CC (6-bromo-4-ethyl-benzo[1,3]dioxole). The reactants are acyl chloride, ClC1(C(C1C)(C(=O)O)CC)Cl (2,2-dichloro-1-ethyl-3-methylcyclopropane-1-carboxylic acid), S(=O)(Cl)Cl (thionyl chloride). Solvent: C1(=CC=CC=C1)C (toluene). Conditions: time 14 hour. Yields the product ClC1(C(C1C)(C(=O)Cl)CC)Cl (2,2-Dichloro-1-ethyl-3-methylcyclopropane-1-carbonyl Chloride). Yield: 102.1%. Reaction SMILES: [Cl:1][C:2]1([Cl:11])[CH:4]([CH3:5])[C:3]1([CH2:9][CH3:10])[C:6](O)=[O:7].S(Cl)([Cl:14])=O>C1(C)C=CC=CC=1>[Cl:1][C:2]1([Cl:11])[CH:4]([CH3:5])[C:3]1([CH2:9][CH3:10])[C:6]([Cl:14])=[O:7]. Procedure: To generate the acyl chloride, 19.7 g (0.1 mol) of 2,2-dichloro-1-ethyl-3-methylcyclopropane-1-carboxylic acid were dissolved in toluene, and 36.9 g (0.31 mol) of thionyl chloride were added. After a reaction time of 5 hours at reflux, the mixture was stirred at room temperature for a further 14 hours. The reaction solution was concentrated using water pump vacuum. 22 g of a brown liquid were isolated as crude product. This was not purified prior to further use. Reactants: C(\C=C/C(=O)[O-])(=O)[O-].[Ca+2] (calcium maleate), S(O)(O)(=O)=O (sulphuric acid), S(O)(O)(=O)=O (sulphuric acid), S(O)(O)(=O)=O (sulphuric acid), O1C(C(=O)[O-])C1C(=O)[O-].[Ca+2] (calcium epoxysuccinate), O1C(C(=O)[O-])C1C(=O)[O-].[Ca+2] (calcium epoxysuccinate), [Ca] (calcium). Run in CC(=O)C (acetone), CC(=O)C (acetone). Reaction conditions: temperature 50 celsius, time 2 hour. Yields the product O1C(C(=O)O)C1C(=O)O (epoxysuccinic acid). The yield is 97.0%. RXN SMILES: C([O-])(=O)/C=C\C([O-])=O.[Ca+2].[O:10]1[CH:15]([C:16]([O-:18])=[O:17])[CH:11]1[C:12]([O-:14])=[O:13].[Ca+2].[Ca].S(=O)(=O)(O)O>CC(C)=O>[O:10]1[CH:15]([C:16]([OH:18])=[O:17])[CH:11]1[C:12]([OH:14])=[O:13] |f:0.1,2.3|. Procedure details: The epoxidation of acid calcium maleate was effected in accordance with Example 1. 50 g. of the calcium epoxysuccinate attained in this manner (calcium content 11.9% by weight) were suspended, with stirring, in 400 g. of 50% aqueous acetone. 15 g. of concentrated sulphuric acid were then added and the suspension was kept for 2 hours at 20° C. If the suspension is made in acetone alone, a corresponding amount of dilute sulphuric acid may be added instead of concentrated sulphuric acid. The suspen... Reactants: C(C)(C)C1(N=C(NC1=O)C1=C(C=CC=2N(C(=NC21)C)C)C(=O)O)C (4-(4-isopropyl-4-methyl-5-oxo-2-imidazolin-2-yl)-1,2-dimethyl-5-benzimidazolecarboxylic acid), C1(CCCCC1)N=C=NC1CCCCC1 (dicyclohexylcarbodiimide). Run in O1CCCC1 (tetrahydrofuran). Reaction conditions: time 3 hour. Yields the product C(C)(C)C1(N=C2N(C(C3=C2C2=C(N(C(=N2)C)C)C=C3)=O)C1=O)C (9-Isopropyl-2,3,9-trimethylimidazo [1',2':1,2]pyrrolo[3,4-e]benzimidazole-6,8(3H,9H)-dione). The yield is 23.6%. Reaction SMILES: [CH:1]([C:4]1([CH3:24])[C:8](=[O:9])[NH:7][C:6]([C:10]2[C:18]3[N:17]=[C:16]([CH3:19])[N:15]([CH3:20])[C:14]=3[CH:13]=[CH:12][C:11]=2[C:21]([OH:23])=O)=[N:5]1)([CH3:3])[CH3:2].C1(N=C=NC2CCCCC2)CCCCC1>O1CCCC1>[CH:1]([C:4]1([CH3:24])[C:8](=[O:9])[N:7]2[C:21](=[O:23])[C:11]3[CH:12]=[CH:13][C:14]4[N:15]([CH3:20])[C:16]([CH3:19])=[N:17][C:18]=4[C:10]=3[C:6]2=[N:5]1)([CH3:3])[CH3:2]. Procedure: A mixture of 4-(4-isopropyl-4-methyl-5-oxo-2-imidazolin-2-yl)-1,2-dimethyl-5-benzimidazolecarboxylic acid (0.942 g, 2.87 mmol), dicyclohexylcarbodiimide (0.590 g, 2.87 mmol) and tetrahydrofuran is stirred for 3 hours at reflux temperature, cooled and concentrated in vacuo. The residue is chromatographed (silica gel, ethyl acetate eluent) to afford the title product as a white powder (0.210 g, 23.6%), mp 258°-263° C.